This data is from the Open Reaction Database (ORD), a public repository of structured organic reaction records. The task is: describe an organic reaction: reactants, conditions, products, and yield Starting materials: C(#N)C1=CC=C(OC=2C=C(C(=O)O)C=C(N2)OC(C)C)C=C1 (2-(4-cyano phenoxy)-6-isopropoxy isonicotinic acid), C(C)(C)(C)OC(NCCC1CCNCC1)=O ((2-piperidin-4-yl-ethyl)-carbamic acid tert-butyl ester). Product: C(C)(C)(C)OC(NCCC1CCN(CC1)C(=O)C1=CC(=NC(=C1)OC(C)C)OC1=CC=C(C=C1)C#N)=O ((2-{1-[2-(4-cyano-phenoxy)-6-isopropoxy-pyridine-4-carbonyl]piperidin-4-yl}ethyl)-carbamic Acid Tert-Butyl Ester). Isolated yield 35.2%. As a reaction SMILES: [C:1]([C:3]1[CH:22]=[CH:21][C:6]([O:7][C:8]2[CH:9]=[C:10]([CH:14]=[C:15]([O:17][CH:18]([CH3:20])[CH3:19])[N:16]=2)[C:11]([OH:13])=O)=[CH:5][CH:4]=1)#[N:2].[C:23]([O:27][C:28](=[O:38])[NH:29][CH2:30][CH2:31][CH:32]1[CH2:37][CH2:36][NH:35][CH2:34][CH2:33]1)([CH3:26])([CH3:25])[CH3:24]>>[C:23]([O:27][C:28](=[O:38])[NH:29][CH2:30][CH2:31][CH:32]1[CH2:33][CH2:34][N:35]([C:11]([C:10]2[CH:14]=[C:15]([O:17][CH:18]([CH3:20])[CH3:19])[N:16]=[C:8]([O:7][C:6]3[CH:5]=[CH:4][C:3]([C:1]#[N:2])=[CH:22][CH:21]=3)[CH:9]=2)=[O:13])[CH2:36][CH2:37]1)([CH3:26])([CH3:24])[CH3:25]. Reported procedure: 2-(4-cyano phenoxy)-6-isopropoxy isonicotinic acid (0.20 g, 0.67 mmol) and (2-piperidin-4-yl-ethyl)-carbamic acid tert-butyl ester (0.16 g, 0.7 mmol) were coupled using the procedure of Example 5(c) to afford 0.12 g of the required product. 1H NMR (DMSO-d6): δ 1.12 (2H, m), 1.15 (6H, d), 1.4 (9H, s), 1.6 (2H, m), 1.75 (1H, m), 2.7 (1H, m), 2.98 (3H, m), 3.5 (1H, m), 4.45 (1H, m), 4.8 (1H, m), 6.48 (1H, s), 6.58 (1H, s), 6.8 (1H, brs), 7.38 (2H, d), 7.9 (2H, d). Run at temperature 80 celsius. Yields the product O1[C@H](COC2=C1C=CC=C2)CN2C[C@H](CCC2)C=2C=C(C#N)C=CC2 (3-{(R*)-1-[(S)-1-(2,3-Dihydrobenzo[1,4]dioxin-2-yl)methyl]-piperidin-3-yl}-benzonitrile). Reagents/catalysts: C=1C=CC(=CC1)[P](C=2C=CC=CC2)(C=3C=CC=CC3)[Pd]([P](C=4C=CC=CC4)(C=5C=CC=CC5)C=6C=CC=CC6)([P](C=7C=CC=CC7)(C=8C=CC=CC8)C=9C=CC=CC9)[P](C=1C=CC=CC1)(C=1C=CC=CC1)C=1C=CC=CC1 (tetrakis(triphenylphosphine)palladium). The solvent is ClCCCl (1,2-dichloroethane). Procedure details: A mixture of trifluoromethanesulfonic acid 3-{(R*)-1-[(S)-1-(2,3-dihydrobenzo[1,4]dioxin-2-yl)methyl]-piperidin-3-yl}phenyl ester (51 mg, 0.11 mmol), tributyltin cyanide (142 mg, 0.45 mmol) and tetrakis(triphenylphosphine)palladium (189 mg, 0.164 mmol) in 1,2-dichloroethane (15 ml) was heated in a microwave reactor at 80° C. for 80 h. The solid precipitate was filtered off and the mixture was evaporated to dryness. The residue was redissolved in DCM, filtered and washed two times with 1 M HCl. T... Reactants: O1[C@H](COC2=C1C=CC=C2)CN2C[C@H](CCC2)C=2C=C(C=CC2)OS(=O)(=O)C(F)(F)F (trifluoromethanesulfonic acid 3-{(R*)-1-[(S)-1-(2,3-dihydrobenzo[1,4]dioxin-2-yl)methyl]-piperidin-3-yl}phenyl ester), C(CCC)[Sn](CCCC)(CCCC)C#N (tributyltin cyanide). Isolated yield 7.6%. RXN SMILES: [O:1]1[C:6]2[CH:7]=[CH:8][CH:9]=[CH:10][C:5]=2[O:4][CH2:3][C@@H:2]1[CH2:11][N:12]1[CH2:17][CH2:16][CH2:15][C@H:14]([C:18]2[CH:19]=[C:20](OS(C(F)(F)F)(=O)=O)[CH:21]=[CH:22][CH:23]=2)[CH2:13]1.C([Sn]([C:45]#[N:46])(CCCC)CCCC)CCC>ClCCCl.C1C=CC([P]([Pd]([P](C2C=CC=CC=2)(C2C=CC=CC=2)C2C=CC=CC=2)([P](C2C=CC=CC=2)(C2C=CC=CC=2)C2C=CC=CC=2)[P](C2C=CC=CC=2)(C2C=CC=CC=2)C2C=CC=CC=2)(C2C=CC=CC=2)C2C=CC=CC=2)=CC=1>[O:1]1[C:6]2[CH:7]=[CH:8][CH:9]=[CH:10][C:5]=2[O:4][CH2:3][C@@H:2]1[CH2:11][N:12]1[CH2:17][CH2:16][CH2:15][C@H:14]([C:18]2[CH:19]=[C:20]([CH:21]=[CH:22][CH:23]=2)[C:45]#[N:46])[CH2:13]1 |^1:54,56,75,94|. The reactants are ClC1=C(C=C(C=C1)I)CO ((2-chloro-5-iodophenyl)methanol), CCCCCC (n-hexane), C1(=CC=CC=C1)O (phenol). The reagents and catalysts are [Cl-].[Cl-].[Zn+2] (ZnCl2). Solvent: ClCCl (dichloromethane), ClCCl (dichloromethane). Reaction conditions: temperature 22.5 celsius, time 10 minute. Yields the product ClC1=C(CC2=CC=C(C=C2)O)C=C(C=C1)I (4-(2-Chloro-5-Iodobenzyl)Phenol). RXN SMILES: [Cl:1][C:2]1[CH:7]=[CH:6][C:5]([I:8])=[CH:4][C:3]=1[CH2:9]O.CCCCCC.[C:17]1([OH:23])[CH:22]=[CH:21][CH:20]=[CH:19][CH:18]=1>ClCCl.[Cl-].[Cl-].[Zn+2]>[Cl:1][C:2]1[CH:7]=[CH:6][C:5]([I:8])=[CH:4][C:3]=1[CH2:9][C:20]1[CH:21]=[CH:22][C:17]([OH:23])=[CH:18][CH:19]=1 |f:4.5.6|. Reported procedure: A 100 mL of 4-necked flask equipped with thermometer and mechanical stirrer was charged with (2-chloro-5-iodophenyl)methanol (268.5 mg, 1 mmol), anhydrous ZnCl2 (136.3 mg, 1 mmol), dichloromethane (5.0 mL) and n-hexane (29 mL) under argon. After stirring for 10 min at 20 to 25° C., HBr (gas) was bubbled into the mixture for 10 min and a solution of phenol (197.6 mg, 2.1 mmol) in dry dichloromethane (3.0 mL) was added dropwise over 30 min. After bubbling HBr for additional 2 h, the mixture was re... Yields the product OC(CC=1NC2=CC=C(C=C2C1)OC)C (2-hydroxypropyl-5-methoxyindole). The reactants are CO (MeOH), C(C)C(C=CC=1NC2=CC=C(C=C2C1)OC)[O-] (ethyl 3-(5-Methoxyindol-2-yl)-2-propenolate), reduced alkene, [H-].[H-].[H-].[H-].[Li+].[Al+3] (LAH). The yield is 41.0%. Reaction conditions: temperature 0 celsius, time 4 hour. The reagents and catalysts are [Pd] (Pd/C). Reaction SMILES: C([CH:3]([O-])[CH:4]=[CH:5][C:6]1[NH:7][C:8]2[C:13]([CH:14]=1)=[CH:12][C:11]([O:15][CH3:16])=[CH:10][CH:9]=2)C.[H-].[H-].[H-].[H-].[Li+].[Al+3].C[OH:25]>C1COCC1.CCOC(C)=O.[Pd]>[OH:25][CH:4]([CH3:3])[CH2:5][C:6]1[NH:7][C:8]2[C:13]([CH:14]=1)=[CH:12][C:11]([O:15][CH3:16])=[CH:10][CH:9]=2 |f:1.2.3.4.5.6|. Solvent: CCOC(=O)C (EtOAc), C1CCOC1 (THF), C1CCOC1 (THF). Reported procedure: Compound 429 (631 mg, 2.57 mmol) was dissolved in THF (20 mL) and stirred at 0° C. under Argon. 2 M LAH in THF (3 eq, 15 mL) was added dropwise. The resulting mixture was warmed to rt for 1 h and volatiles were evaporated in vacuo. The residue was carefully quenched with ice-cold 0.5 N HCl (200 mL) and then extracted with EtOAc (200 mL). The organic layer was separated and dried over Na2SO4. The resulting crude oil was purified by chromatography (30% to 70% EtOAc/hexanes) to provide a crude yell... Yields the product CNc1cc(=O)n(Cc2ccc(OC)cc2)cn1. As a reaction SMILES: [C:22](=[O:23])([O-:24])[O-:25].[CH3:10][O:11][c:12]1[cH:13][cH:14][c:15]([CH2:16][Cl:17])[cH:18][cH:19]1.[CH3:1][NH:2][c:3]1[cH:4][c:5](=[O:9])[nH:6][cH:7][n:8]1.[Cs+:26].[Cs+:27].[I-:21].[K+:20].[O:28]=[CH:29][N:30]([CH3:31])[CH3:32]>>[CH3:1][NH:2][c:3]1[cH:4][c:5](=[O:9])[n:6]([CH2:16][c:15]2[cH:14][cH:13][c:12]([O:11][CH3:10])[cH:19][cH:18]2)[cH:7][n:8]1. Reactants: O=C([O-])[O-], COc1ccc(CCl)cc1, CNc1cc(=O)[nH]cn1, [Cs+], [Cs+], [I-], [K+], CN(C)C=O. Reactants: C(=O)(C(F)(F)F)O (TFA), FC1=CC=C(C=C1)C=1N=C2OC=CN2C1C=1C=CC=2N(C1)C(=NN2)[C@@H]2CC[C@H](CC2)NC(OC(C)(C)C)=O (tert-butyl (trans)-4-(6-(6-(4-fluorophenyl)imidazo[2,1-b]oxazol-5-yl)-[1,2,4]triazolo[4,3-a]pyridin-3-yl)cyclohexylcarbamate), CI (MeI), [H-].[Na+] (NaH). Solvent: C1CCOC1 (THF). Reaction conditions: time 2 hour. Product: FC1=CC=C(C=C1)C=1N=C2OC=CN2C1C=1C=CC=2N(C1)C(=NN2)[C@@H]2CC[C@H](CC2)NC ((trans)-4-(6-(6-(4-Fluorophenyl)imidazo[2,1-b]oxazol-5-yl)-[1,2,4]triazolo[4,3-a]pyridin-3-yl)-N-methylcyclohexanamine). Reaction SMILES: [F:1][C:2]1[CH:7]=[CH:6][C:5]([C:8]2[N:9]=[C:10]3[N:14]([C:15]=2[C:16]2[CH:17]=[CH:18][C:19]4[N:20]([C:22]([C@H:25]5[CH2:30][CH2:29][C@H:28]([NH:31][C:32](=O)OC(C)(C)C)[CH2:27][CH2:26]5)=[N:23][N:24]=4)[CH:21]=2)[CH:13]=[CH:12][O:11]3)=[CH:4][CH:3]=1.CI.[H-].[Na+].C(O)(C(F)(F)F)=O>C1COCC1>[F:1][C:2]1[CH:7]=[CH:6][C:5]([C:8]2[N:9]=[C:10]3[N:14]([C:15]=2[C:16]2[CH:17]=[CH:18][C:19]4[N:20]([C:22]([C@H:25]5[CH2:30][CH2:29][C@H:28]([NH:31][CH3:32])[CH2:27][CH2:26]5)=[N:23][N:24]=4)[CH:21]=2)[CH:13]=[CH:12][O:11]3)=[CH:4][CH:3]=1 |f:2.3|. Procedure: To a 100 mL round-bottom flask was added tert-butyl (trans)-4-(6-(6-(4-fluorophenyl)imidazo[2,1-b]oxazol-5-yl)-[1,2,4]triazolo[4,3-a]pyridin-3-yl)cyclohexylcarbamate (4.00 g, 7.74 mmol; Example # K.1.1.35) and MeI (0.533 mL, 8.52 mmol) which were then dissolved in THF (10 mL). NaH (0.619 g, 15.5 mmol) was added. The reaction was allowed to stir for about 16 h at ambient temperature after which time TFA (5 mL) was added. The reaction was allowed to stir at ambient temperature for about 2 h after ... The reactants are OC1=CC=C(C=C1)SC1=C(C=C(C=C1)NC(C1=CC(=CC=C1)C(F)(F)F)=O)[N+](=O)[O-] (N-[4-(4-Hydroxy-phenylsulfanyl)-3-nitro-phenyl]-3-trifluoromethyl-benzamide), [Cl-].[NH4+] (ammonium chloride), O1CCCC1 (tetrahydrofuran), O (water), resultant mixture. The reagents and catalysts are [Fe] (iron). The solvent is CO (methanol). Yields the product NC=1C=C(C=CC1SC1=CC=C(C=C1)O)NC(C1=CC(=CC=C1)C(F)(F)F)=O (N-[3-Amino-4-(4-hydroxy-phenylsulfanyl)-phenyl]-3-trifluoromethyl-benzamide). Isolated yield 97.6%. Reaction SMILES: [OH:1][C:2]1[CH:7]=[CH:6][C:5]([S:8][C:9]2[CH:14]=[CH:13][C:12]([NH:15][C:16](=[O:27])[C:17]3[CH:22]=[CH:21][CH:20]=[C:19]([C:23]([F:26])([F:25])[F:24])[CH:18]=3)=[CH:11][C:10]=2[N+:28]([O-])=O)=[CH:4][CH:3]=1.[Cl-].[NH4+].O1CCCC1.O>CO.[Fe]>[NH2:28][C:10]1[CH:11]=[C:12]([NH:15][C:16](=[O:27])[C:17]2[CH:22]=[CH:21][CH:20]=[C:19]([C:23]([F:26])([F:24])[F:25])[CH:18]=2)[CH:13]=[CH:14][C:9]=1[S:8][C:5]1[CH:4]=[CH:3][C:2]([OH:1])=[CH:7][CH:6]=1 |f:1.2|. Procedure: A solution of the product of Example 114B (0.660 g, 1.52 mmol), iron powder (0.339 g, 6.07 mmol) and ammonium chloride (0.099 g, 1.82 mmol), tetrahydrofuran (18 mL), and water (6 mL) solution was heated to reflux for 3 hours. The resultant mixture was diluted with methanol (50 mL) and filtered through a pad of celite. The filtrate was diluted with water (50 mL) and extracted with dichloromethane (2×100 mL). The combined extracts were dried over magnesium sulfate, filtered and concentrated under ... The reactants are C(NN)(=O)OC(C)(C)C (tert-butyl carbazate), WSC•monohydrochloride, C=1C=CC2=C(C1)N=NN2O (HOBt), FC=1C=C(OC(C(=O)O)(C)C)C=CC1F (2-(3,4-difluorophenoxy)-2-methylpropanoic acid), ClCCl (dichloromethane). Reaction conditions: time 1 hour. Product: Cl.FC=1C=C(OC(C(=O)NN)(C)C)C=CC1F (2-(3,4-difluorophenoxy)-2-methylpropanohydrazide monohydrochloride). Reaction SMILES: C1C=CC2N(O)[N:8]=[N:7]C=2C=1.[F:11][C:12]1[CH:13]=[C:14]([CH:22]=[CH:23][C:24]=1[F:25])[O:15][C:16]([CH3:21])([CH3:20])[C:17](O)=[O:18].C(OC(C)(C)C)(=O)NN.[Cl:35]CCl>>[ClH:35].[F:11][C:12]1[CH:13]=[C:14]([CH:22]=[CH:23][C:24]=1[F:25])[O:15][C:16]([CH3:21])([CH3:20])[C:17]([NH:7][NH2:8])=[O:18] |f:4.5|. Reported procedure: WSC•monohydrochloride (7.84 g) and HOBt (4.25 g) were added to a solution of 2-(3,4-difluorophenoxy)-2-methylpropanoic acid (6.80 g) in dichloromethane (60 ml), followed by stirring at room temperature for one hour, tert-butyl carbazate (4.57 g) was added thereto, followed by stirring at room temperature for 14 hours. The reaction solution was concentrated under reduced pressure and ethyl acetate was then added thereto, the organic layer was washed with water, 0.5M hydrochloric acid, saturated a...